Dataset: the Open Reaction Database (ORD), a public repository of structured organic reaction records. Task: describe an organic reaction: reactants, conditions, products, and yield As a reaction SMILES: O.[OH:2][CH:3]([CH2:20][S:21][CH2:22][CH2:23][CH2:24][CH3:25])[CH2:4][O:5][C:6]1[CH:15]=[CH:14][CH:13]=[C:12]2[C:7]=1[C:8](=[O:19])[CH:9]=[C:10]([C:16]([OH:18])=[O:17])[O:11]2.[OH-].[Na+:27]>>[OH:2][CH:3]([CH2:20][S:21][CH2:22][CH2:23][CH2:24][CH3:25])[CH2:4][O:5][C:6]1[CH:15]=[CH:14][CH:13]=[C:12]2[C:7]=1[C:8](=[O:19])[CH:9]=[C:10]([C:16]([O-:18])=[O:17])[O:11]2.[Na+:27] |f:0.1,2.3,4.5|. Reaction conditions: time 10 minute. Yields the product OC(COC1=C2C(C=C(OC2=CC=C1)C(=O)[O-])=O)CSCCCC.[Na+] (sodium 5-(2-hydroxy-3-butylthiopropoxy)chromone-2-carboxylate). Reported procedure: A mixture of 3.7 g of 5-(2-hydroxy-3-butylthiopropoxy)chromone-2-carboxylic acid monohydrate and 10 ml of N sodium hydroxide is stirred for 10 minutes and the precipitate which forms is filtered, washed with a little acetone and dried. Thus, 3.5 g sodium 5-(2-hydroxy-3-butylthiopropoxy)chromone-2-carboxylate is obtained. Reactants: O.OC(COC1=C2C(C=C(OC2=CC=C1)C(=O)O)=O)CSCCCC (5-(2-hydroxy-3-butylthiopropoxy)chromone-2-carboxylic acid monohydrate), [OH-].[Na+] (sodium hydroxide). The reactants are C=1C=CC2=C(C1)N=NN2O (HOBt), CCN=C=NCCCN(C)C.Cl (EDCI.HCl), C(C)(C)N(C(C)C)CC (N,N-diisopropylethylamine), ON=C(C1=CC=CC=C1)N (N′-hydroxybenzimidamide), CC1(OC(CC(O1)=O)=O)C (2,2-dimethyl-1,3-dioxane-4,6-dione), CO (MeOH), residue. Run in CC#N (CH3CN), CCOC(=O)C (EtOAc), CC#N (CH3CN). Conditions: temperature 80 celsius, time 18 hour. The product is C1(=CC=CC=C1)C1=NOC(=N1)CC(=O)OC (methyl 2-(3-phenyl-1,2,4-oxadiazol-5-yl)acetate). The yield is 37.7%. Reaction SMILES: C[C:2]1(C)[O:7][C:6](=[O:8])[CH2:5][C:4](=[O:9])O1.CO.C1C=CC2N(O)N=NC=2C=1.CCN=C=NCCCN(C)C.Cl.C(N(CC)C(C)C)(C)C.O[N:45]=[C:46]([NH2:53])[C:47]1[CH:52]=[CH:51][CH:50]=[CH:49][CH:48]=1>CC#N.CCOC(C)=O>[C:47]1([C:46]2[N:53]=[C:4]([CH2:5][C:6]([O:7][CH3:2])=[O:8])[O:9][N:45]=2)[CH:52]=[CH:51][CH:50]=[CH:49][CH:48]=1 |f:3.4|. Reported procedure: A mixture of 2,2-dimethyl-1,3-dioxane-4,6-dione (5.0 g, 34.6 mmol) and MeOH (1.4 mL, 34.6 mmol) was heated at 80° C. for 18 h. The reaction was concentrated, the residue (2.05 g, 17.3 mmol) was dissolved in CH3CN (10 mL) and added to a solution of HOBt (2.3 g, 17.3 mmol), EDCI.HCl (3.3 g, 17.3 mmol), N,N-diisopropylethylamine (3.01 mL, 17.3 mmol) and N′-hydroxybenzimidamide (2.0 g, 8.5 mmol) in CH3CN (5 mL). The reaction was stirred at 40° C. for 18 h under N2, and upon completion, diluted with ... Starting materials: CCCCP(CCCC)CCCC, OCc1nnc(Cl)s1, O=C1Nc2ccccc2C12COc1cc3c(cc12)OCO3, C1CCOC1. Yields the product O=C1N(Cc2nnc(Cl)s2)c2ccccc2C12COc1cc3c(cc12)OCO3. RXN SMILES: [CH2:30]([P:31]([CH2:32][CH2:33][CH2:34][CH3:35])[CH2:36][CH2:37][CH2:38][CH3:39])[CH2:40][CH2:41][CH3:42].[Cl:22][c:23]1[n:24][n:25][c:26]([CH2:28][OH:29])[s:27]1.[NH:1]1[C:2](=[O:21])[C:3]2([CH2:4][O:5][c:6]3[c:7]2[cH:8][c:9]2[c:10]([cH:14]3)[O:11][CH2:12][O:13]2)[c:15]2[cH:16][cH:17][cH:18][cH:19][c:20]21.[O:43]1[CH2:44][CH2:45][CH2:46][CH2:47]1>>[N:1]1([CH2:28][c:26]2[n:25][n:24][c:23]([Cl:22])[s:27]2)[C:2](=[O:21])[C:3]2([CH2:4][O:5][c:6]3[c:7]2[cH:8][c:9]2[c:10]([cH:14]3)[O:11][CH2:12][O:13]2)[c:15]2[cH:16][cH:17][cH:18][cH:19][c:20]21.